From a dataset of the Open Reaction Database (ORD), a public repository of structured organic reaction records. describe an organic reaction: reactants, conditions, products, and yield The reactants are NC(=O)C1CN(CCN1CCCC(C1=CC=C(C=C1)F)C1=CC=C(C=C1)F)CC(=O)NC1=C(C=C(C=C1C)N)C (3-(aminocarbonyl)-N-(4-amino-2,6-dimethylphenyl)-4-[4,4-bis(4-fluorophenyl)butyl]-1-piperazineacetamide), C(C)(=O)O (acetic acid), [N-]=C=O.[K+] (potassium isocyanate). Run in O (water). Run at time 30 minute. Product: NC(=O)C1CN(CCN1CCCC(C1=CC=C(C=C1)F)C1=CC=C(C=C1)F)CC(=O)NC1=C(C=C(C=C1C)NC(=O)N)C (3-(aminocarbonyl)-N-[4-[(aminocarbonyl)amino]-2,6-dimethylphenyl]-4-[4,4-bis(4-fluorophenyl)butyl]-1-piperazineacetamide). RXN SMILES: [NH2:1][C:2]([CH:4]1[N:9]([CH2:10][CH2:11][CH2:12][CH:13]([C:21]2[CH:26]=[CH:25][C:24]([F:27])=[CH:23][CH:22]=2)[C:14]2[CH:19]=[CH:18][C:17]([F:20])=[CH:16][CH:15]=2)[CH2:8][CH2:7][N:6]([CH2:28][C:29]([NH:31][C:32]2[C:37]([CH3:38])=[CH:36][C:35]([NH2:39])=[CH:34][C:33]=2[CH3:40])=[O:30])[CH2:5]1)=[O:3].C(O)(=O)C.[N-:45]=[C:46]=[O:47].[K+]>O>[NH2:1][C:2]([CH:4]1[N:9]([CH2:10][CH2:11][CH2:12][CH:13]([C:14]2[CH:15]=[CH:16][C:17]([F:20])=[CH:18][CH:19]=2)[C:21]2[CH:22]=[CH:23][C:24]([F:27])=[CH:25][CH:26]=2)[CH2:8][CH2:7][N:6]([CH2:28][C:29]([NH:31][C:32]2[C:33]([CH3:40])=[CH:34][C:35]([NH:39][C:46]([NH2:45])=[O:47])=[CH:36][C:37]=2[CH3:38])=[O:30])[CH2:5]1)=[O:3] |f:2.3|. Reported procedure: To a stirred solution of 5.5 parts of 3-(aminocarbonyl)-N-(4-amino-2,6-dimethylphenyl)-4-[4,4-bis(4-fluorophenyl)butyl]-1-piperazineacetamide in 70 parts of acetic acid was added dropwise a solution of 1.62 parts of potassium isocyanate in 20 parts of water. Upon completion, stirring at room temperature was continued for 30 minutes. Upon standing overnight at room temperature, the reaction mixture was evaporated. Water was added to the residue and the product was extracted with dichloromethane. ... Reactants: ClCC(=O)C1=CC=CC=C1 (2-chloroacetophenone), BrCC(=O)C1=CC=CC=C1 (2-bromoacetophenone), O (H2O), CCO (EtOH). Solvent: CN(C)C=O (DMF). Run at time 6.5 hour. The product is OCC(=O)C1=CC=CC=C1 (2-hydroxyacetophenone). The yield is 70.0%. Reaction SMILES: Cl[CH2:2][C:3]([C:5]1[CH:10]=[CH:9][CH:8]=[CH:7][CH:6]=1)=[O:4].BrCC(C1C=CC=CC=1)=[O:14].O.CCO>CN(C=O)C>[OH:14][CH2:2][C:3]([C:5]1[CH:10]=[CH:9][CH:8]=[CH:7][CH:6]=1)=[O:4]. Reported procedure: A mixture of 2-chloroacetophenone derivatives (or 2-bromoacetophenone derivatives, 0.19 mol), NaOOCH (0.59 mol) in DMF (140 mL), H2O (100 mL) and EtOH (400 mL) was heated under refluxing. After 5-8 hrs, the reaction mixture was cooled to room temperature, then about half of the solvent was removed under vacuum. The residue was diluted with water, and extracted with CH2Cl2. The combined organic layer was washed by H2O, followed by brine;. After drying over Na2SO4, solvents were evaporated under v...